This data is from the Open Reaction Database (ORD), a public repository of structured organic reaction records. The task is: describe an organic reaction: reactants, conditions, products, and yield Starting materials: COc1cc(C=O)c(cc1O)O, CC1=CN=C(C=C1)N, [C-]#[N+]C1CCCCC1. Reagents/catalysts: O=C(O)C(F)(F)F (trifluoroacetic acid). The solvent is CC(C)O (isopropyl alcohol), CC(C)O (isopropylalcohol). Conditions: temperature 22 celsius, time 20 hour. Product: Cc1ccc2nc(c3cc(c(cc3O)O)OC)c(NC3CCCCC3)n2c1. Yield: 10.7%. RXN SMILES: CC1=CC=C(N)N=C1.[C-]#[N+]C1CCCCC1.COC1=CC(C=O)=C(O)C=C1O>>COC1=C(O)C=C(O)C(=C1)C1=C(NC2CCCCC2)N2C=C(C)C=CC2=N1.